Task: describe an organic reaction: reactants, conditions, products, and yield. Dataset: the Open Reaction Database (ORD), a public repository of structured organic reaction records Reactants: ice, COC(=O)[C@H]1[C@H](CC(C1)=O)C(=O)OC ((1R,2S)-4-oxo-cyclopentane-1,2-dicarboxylic acid dimethyl ester), CuBr2, C(=O)([O-])[O-].[Ca+2] (CaCO3), CN(C)C=O (DMF). The solvent is C1CCOC1 (THF). Run at temperature 90 celsius, time 1 hour. Product: COC(=O)C1C(=CC(C1)=O)C(=O)OC ((Rac)-4-oxocyclopent-2-ene-1,2-dicarboxylic acid dimethyl ester). RXN SMILES: [CH3:1][O:2][C:3]([C@@H:5]1[CH2:9][C:8](=[O:10])[CH2:7][C@@H:6]1[C:11]([O:13][CH3:14])=[O:12])=[O:4].C([O-])([O-])=O.[Ca+2].CN(C=O)C>C1COCC1>[CH3:14][O:13][C:11]([CH:6]1[CH2:7][C:8](=[O:10])[CH:9]=[C:5]1[C:3]([O:2][CH3:1])=[O:4])=[O:12] |f:1.2|. Reported procedure: (1R,2S)-4-oxo-cyclopentane-1,2-dicarboxylic acid dimethyl ester (4.8 g, 23.8 mmol) and CuBr2 (11.9 g, 53.2 mmol) were dissolved in dry THF (70 mL) and the mixture was refluxed for two hours at 90° C. The formed CuBr was filtrated off and the organic phase was concentrated. CaCO3 (2.7 g, 27.2 mmol) and DMF (70 mL) were added and the mixture was held at 100° C. for one hour. The dark brown mixture was poured over ice (35 g) and the formed precipitate was filtrated off. The aqueous layer was extrac... Solvent: C(C)(=O)OCC (ethyl acetate). The reactants are C(C#CC)OC1=CC=C(C=C1)S(=O)(=O)OC1=C(C(=O)OC)C=CC=C1C (methyl 2-({[4-(2-butynyloxy)phenyl]sulfonyl}oxy)-3-methylbenzoate), [I-].[Li+] (lithium iodide), [I-].[Li+] (lithium iodide). Procedure: To a solution of 0.200 g (0.535 mmol) of the product of Step 1 in 12 mL of ethyl acetate is added 0.716 g (5.35 mmol) of lithium iodide and the resulting mixture is heated to reflux for 24 h. An additional 0.716 g (5.35 mmol) of lithium iodide is then added and the reaction mixture is heated to reflux for an additional 6 h. The reaction is then let cool to room temperature and washed with 5% HCl solution, sodium thiosulfate solution, and brine. The organics are then dried over MgSO4, filtered an... RXN SMILES: [CH2:1]([O:5][C:6]1[CH:11]=[CH:10][C:9]([S:12]([O:15][C:16]2[C:25]([CH3:26])=[CH:24][CH:23]=[CH:22][C:17]=2[C:18]([O:20]C)=[O:19])(=[O:14])=[O:13])=[CH:8][CH:7]=1)[C:2]#[C:3][CH3:4].[I-].[Li+]>C(OCC)(=O)C>[CH2:1]([O:5][C:6]1[CH:7]=[CH:8][C:9]([S:12]([O:15][C:16]2[C:25]([CH3:26])=[CH:24][CH:23]=[CH:22][C:17]=2[C:18]([OH:20])=[O:19])(=[O:14])=[O:13])=[CH:10][CH:11]=1)[C:2]#[C:3][CH3:4] |f:1.2|. Yields the product C(C#CC)OC1=CC=C(C=C1)S(=O)(=O)OC1=C(C(=O)O)C=CC=C1C (2-({[4-(2-butynyloxy)phenyl]sulfonyl}oxy)-3-methylbenzoic acid). Isolated yield 63.8%. Starting materials: C(C)(C)(C)OC(=O)N1C[C@@H]([C@H](CC1)C1=CC=C(C=C1)OCCCOCC1CC1)OCC1=CC=C2C=CC=NC2=C1 ((3R,4R)-4-[4-(3-cyclopropylmethoxy-propoxy)-phenyl]-3-(quinolin-7-ylmethoxy)-piperidine-1-carboxylic acid tert-butyl ester), [BH4-].[Na+] (sodium borohydride), Ni(II) chloride hexahydrate. Yields the product C(C)(C)(C)OC(=O)N1C[C@@H]([C@H](CC1)C1=CC=C(C=C1)OCCCOCC1CC1)OCC1=CC=C2CCCNC2=C1 ((3R,4R)-4-[4-(3-cyclopropylmethoxy-propoxy)-phenyl]-3-(1,2,3,4-tetrahydro-quinolin-7-ylmethoxy)-piperidine-1-carboxylic acid tert-butyl ester). As a reaction SMILES: [C:1]([O:5][C:6]([N:8]1[CH2:13][CH2:12][C@H:11]([C:14]2[CH:19]=[CH:18][C:17]([O:20][CH2:21][CH2:22][CH2:23][O:24][CH2:25][CH:26]3[CH2:28][CH2:27]3)=[CH:16][CH:15]=2)[C@@H:10]([O:29][CH2:30][C:31]2[CH:40]=[C:39]3[C:34]([CH:35]=[CH:36][CH:37]=[N:38]3)=[CH:33][CH:32]=2)[CH2:9]1)=[O:7])([CH3:4])([CH3:3])[CH3:2].[BH4-].[Na+]>>[C:1]([O:5][C:6]([N:8]1[CH2:13][CH2:12][C@H:11]([C:14]2[CH:15]=[CH:16][C:17]([O:20][CH2:21][CH2:22][CH2:23][O:24][CH2:25][CH:26]3[CH2:28][CH2:27]3)=[CH:18][CH:19]=2)[C@@H:10]([O:29][CH2:30][C:31]2[CH:40]=[C:39]3[C:34]([CH2:35][CH2:36][CH2:37][NH:38]3)=[CH:33][CH:32]=2)[CH2:9]1)=[O:7])([CH3:4])([CH3:2])[CH3:3] |f:1.2|. Reported procedure: In analogy to the procedure described in example 1(c), the (3R,4R)-4-[4-(3-cyclopropylmethoxy-propoxy)-phenyl]-3-(quinolin-7-ylmethoxy)-piperidine-1-carboxylic acid tert-butyl ester was reduced with sodium borohydride in presence of Ni(II) chloride hexahydrate to yield the (3R,4R)-4-[4-(3-cyclopropylmethoxy-propoxy)-phenyl]-3-(1,2,3,4-tetrahydro-quinolin-7-ylmethoxy)-piperidine-1-carboxylic acid tert-butyl ester as a light yellow oil; MS: 551 (M+H)+. Reactants: CC(=O)OC(C)=O, CCCC(N)CCC, CCOC(OCC)OCC, N#CCC(=O)c1c(Cl)cccc1Cl, C1CCOC1. Yields the product CCCC(CCC)NC=C(C#N)C(=O)c1c(Cl)cccc1Cl. Reaction SMILES: [CH3:14][C:15]([O:16][C:17](=[O:18])[CH3:19])=[O:20].[CH3:31][CH2:32][CH2:33][CH:34]([CH2:35][CH2:36][CH3:37])[NH2:38].[CH:21]([O:22][CH2:23][CH3:24])([O:25][CH2:26][CH3:27])[O:28][CH2:29][CH3:30].[Cl:1][c:2]1[c:3]([C:9]([CH2:10][C:11]#[N:12])=[O:13])[c:4]([Cl:8])[cH:5][cH:6][cH:7]1.[O:39]1[CH2:40][CH2:41][CH2:42][CH2:43]1>>[Cl:1][c:2]1[c:3]([C:9]([C:10]([C:11]#[N:12])=[CH:14][NH:38][CH:34]([CH2:33][CH2:32][CH3:31])[CH2:35][CH2:36][CH3:37])=[O:13])[c:4]([Cl:8])[cH:5][cH:6][cH:7]1. Starting materials: C(C)(C)(C)OC(=O)N1CCC(CC1)C=1C(=NC=C(C1)C(=O)O)OCC(F)(F)F (2-(2,2,2-trifluoro-ethoxy)-3′,4′,5′,6′-tetrahydro-2′H-[3,4′]bipyridinyl-5,1′-dicarboxylic acid 1′-tert-butyl ester), N=C1NCCC(C1)CCO (2-(1-mino-piperidin-4-yl)-ethanol), CN(C)C(=[N+](C)C)ON1C2=C(C=CC=C2)N=N1.[B-](F)(F)(F)F (TBTU), C(C)(C)N(C(C)C)CC (N,N-diisopropylethylamine). The solvent is CN(C)C=O (DMF), O1CCCC1 (tetrahydrofuran). Conditions: time 8 hour. The product is C(C)(C)(C)OC(=O)N1CCC(CC1)C=1C(=NC=C(C1)C(NN1CCC(CC1)CCO)=O)OCC(F)(F)F (5-[4-(2-hydroxy-ethyl)-piperidin-1-ylcarbamoyl]-2-(2,2,2-trifluoro-ethoxy)-3′,4′,5′,6′-tetrahydro-2′H-[3,4′]bipyridinyl-1′-carboxylic acid tert-butyl ester). As a reaction SMILES: [C:1]([O:5][C:6]([N:8]1[CH2:13][CH2:12][CH:11]([C:14]2[C:15]([O:23][CH2:24][C:25]([F:28])([F:27])[F:26])=[N:16][CH:17]=[C:18]([C:20](O)=[O:21])[CH:19]=2)[CH2:10][CH2:9]1)=[O:7])([CH3:4])([CH3:3])[CH3:2].C[N:30](C(ON1N=NC2C=CC=CC1=2)=[N+](C)C)C.[B-](F)(F)(F)F.C(N(CC)C(C)C)(C)C.N=[C:61]1[CH2:66][CH:65]([CH2:67][CH2:68][OH:69])[CH2:64][CH2:63][NH:62]1>CN(C=O)C.O1CCCC1>[C:1]([O:5][C:6]([N:8]1[CH2:9][CH2:10][CH:11]([C:14]2[C:15]([O:23][CH2:24][C:25]([F:28])([F:27])[F:26])=[N:16][CH:17]=[C:18]([C:20](=[O:21])[NH:30][N:62]3[CH2:63][CH2:64][CH:65]([CH2:67][CH2:68][OH:69])[CH2:66][CH2:61]3)[CH:19]=2)[CH2:12][CH2:13]1)=[O:7])([CH3:4])([CH3:3])[CH3:2] |f:1.2|. Procedure details: In a 10 mL round-bottomed flask, the above prepared 2-(2,2,2-trifluoro-ethoxy)-3′,4′,5′,6′-tetrahydro-2′H-[3,4′]bipyridinyl-5,1′-dicarboxylic acid 1′-tert-butyl ester (100 mg, 247 mmol, Eq: 1.00) was combined with tetrahydrofuran (3 mL) and DMF (1 mL) to give a colorless solution. TBTU (119 mg, 371 μmol, Eq: 1.5) and N,N-diisopropylethylamine (160 mg, 216 μl, 1.24 mmol, Eq: 5) were added and the reaction mixture was stirred for 10 min at rt before 2-(1-aminopiperidin-4-yl)ethanol (61.1 mg, 297 μ... The reactants are Cc1ccc(C(C)C)cc1N, COC(=O)c1cc(Cl)ccc1NC(=O)COCC(=O)O. Yields the product COC(=O)c1cc(Cl)ccc1NC(=O)COCC(=O)Nc1cc(C(C)C)ccc1C. As a reaction SMILES: [CH3:21][c:22]1[c:23]([NH2:24])[cH:25][c:26]([CH:29]([CH3:30])[CH3:31])[cH:27][cH:28]1.[Cl:1][c:2]1[cH:3][c:4]([C:17](=[O:18])[O:19][CH3:20])[c:5]([NH:8][C:9]([CH2:10][O:11][CH2:12][C:13](=[O:14])[OH:15])=[O:16])[cH:6][cH:7]1>>[Cl:1][c:2]1[cH:3][c:4]([C:17](=[O:18])[O:19][CH3:20])[c:5]([NH:8][C:9]([CH2:10][O:11][CH2:12][C:13](=[O:15])[NH:24][c:23]2[c:22]([CH3:21])[cH:28][cH:27][c:26]([CH:29]([CH3:30])[CH3:31])[cH:25]2)=[O:16])[cH:6][cH:7]1. The product is FC1=C(C#N)C(=CC(=C1)OCCOC1=CC2=CC=CC=C2C=C1)F (2,6-difluoro-4-[2-(2-naphthalenyloxy) ethoxy]benzonitrile). The solvent is CN(C=O)C (dimethylformamide). Run at temperature 60 celsius, time 30 minute. Isolated yield 69.0%. Procedure details: A stirred mixture of 2,6-difluoro-4-hydroxybenzonitrile (3 g) in dimethylformamide (30 mL) under argon was treated with 55% sodium hydride (0.842 g), stirred for 30 minutes and treated with 2-(2-naphthalenyloxy)ethyl methanesulfonate (5.1 g). The mixture was heated at 60° C. overnight and evaporated to dryness. The residue was mixed with water and excess sodium hydroxide solution, the product was extracted twice with dichloromethane, and the organic layers were washed with water. The combined or... As a reaction SMILES: [F:1][C:2]1[CH:9]=[C:8]([OH:10])[CH:7]=[C:6]([F:11])[C:3]=1[C:4]#[N:5].[H-].[Na+].CS(O[CH2:19][CH2:20][O:21][C:22]1[CH:31]=[CH:30][C:29]2[C:24](=[CH:25][CH:26]=[CH:27][CH:28]=2)[CH:23]=1)(=O)=O>CN(C)C=O>[F:1][C:2]1[CH:9]=[C:8]([O:10][CH2:19][CH2:20][O:21][C:22]2[CH:31]=[CH:30][C:29]3[C:24](=[CH:25][CH:26]=[CH:27][CH:28]=3)[CH:23]=2)[CH:7]=[C:6]([F:11])[C:3]=1[C:4]#[N:5] |f:1.2|. The reactants are [H-].[Na+] (sodium hydride), FC1=C(C#N)C(=CC(=C1)O)F (2,6-difluoro-4-hydroxybenzonitrile), CS(=O)(=O)OCCOC1=CC2=CC=CC=C2C=C1 (2-(2-naphthalenyloxy)ethyl methanesulfonate).